This data is from the Open Reaction Database (ORD), a public repository of structured organic reaction records. The task is: describe an organic reaction: reactants, conditions, products, and yield Reactants: C(C)(C)NC(C)C (diisopropylamine), C[Si](C)(C)CC(=O)OCC (ethyl trimethlysilylacetate), resultant solution, [Si](C)(C)(C(C)(C)C)O[C@@H]1CC(C[C@H](C1=C)O[Si](C1=CC=CC=C1)(C1=CC=CC=C1)C(C)(C)C)=O ((3R,5R)-3-{[tert-butyl(dimethyl)silyl]oxy}-5-{[tert-butyl(diphenyl)silyl]oxy}-4-methylenecyclohexanone), C(CCC)[Li] (n-butyllithium). Run in O1CCCC1 (tetrahydrofuran), O1CCCC1 (tetrahydrofuran). Reaction conditions: time 4 hour. The product is [Si](C1=CC=CC=C1)(C1=CC=CC=C1)(C(C)(C)C)O[C@@H]1C\C(\C[C@H](C1=C)O)=C\C(=O)OCC (ethyl (2E)-((3R,5R)-3-{[tert-butyl(diphenyl)silyl]oxy}-5-hydroxy-4-methylenecyclohexylidene)acetate), material. RXN SMILES: C(NC(C)C)(C)C.C([Li])CCC.C[Si]([CH2:17][C:18]([O:20][CH2:21][CH3:22])=[O:19])(C)C.[Si]([O:30][C@H:31]1[C:36](=[CH2:37])[C@H:35]([O:38][Si:39]([C:52]([CH3:55])([CH3:54])[CH3:53])([C:46]2[CH:51]=[CH:50][CH:49]=[CH:48][CH:47]=2)[C:40]2[CH:45]=[CH:44][CH:43]=[CH:42][CH:41]=2)[CH2:34][C:33](=O)[CH2:32]1)(C(C)(C)C)(C)C>O1CCCC1>[Si:39]([O:38][C@H:35]1[C:36](=[CH2:37])[C@H:31]([OH:30])[CH2:32]/[C:33](=[CH:17]\[C:18]([O:20][CH2:21][CH3:22])=[O:19])/[CH2:34]1)([C:52]([CH3:55])([CH3:54])[CH3:53])([C:46]1[CH:51]=[CH:50][CH:49]=[CH:48][CH:47]=1)[C:40]1[CH:41]=[CH:42][CH:43]=[CH:44][CH:45]=1. Procedure details: A solution of diisopropylamine (1.2 mL, 9.4 mmol) in 10 mL of tetrahydrofuran was cooled to −78° C.; n-butyllithium (2.5 M in hexanes, 3.6 mL) was added, followed after 5 minutes by ethyl trimethlysilylacetate (1.7 mL). The resultant solution was stirred at −78° C. for 30 minutes, and then a solution of the compound of Example 13E (2.0 g, 4 mmol) in 10 mL of tetrahydrofuran was added over 5 minutes. Stirring was continued for 4 hours. The reaction was quenched by the addition of saturated aqueou... Starting materials: CC1CCCC(N)C1, c1ccncc1, O=C(Cl)c1cnc2ccccc2n1. Product: CC1CCCC(NC(=O)c2cnc3ccccc3n2)C1. As a reaction SMILES: [CH3:14][CH:15]1[CH2:16][CH:17]([NH2:21])[CH2:18][CH2:19][CH2:20]1.[cH:22]1[cH:23][cH:24][n:25][cH:26][cH:27]1.[n:1]1[c:2]([C:11](=[O:12])[Cl:13])[cH:3][n:4][c:5]2[cH:6][cH:7][cH:8][cH:9][c:10]12>>[n:1]1[c:2]([C:11](=[O:12])[NH:21][CH:17]2[CH2:16][CH:15]([CH3:14])[CH2:20][CH2:19][CH2:18]2)[cH:3][n:4][c:5]2[cH:6][cH:7][cH:8][cH:9][c:10]12. Starting materials: OCCc1ccc2cc(Br)ccc2c1, [Cu], [K+], [K+], O=C([O-])[O-], c1ccncc1, O=c1cccn[nH]1. As a reaction SMILES: [Br:1][c:2]1[cH:3][c:4]2[cH:5][cH:6][c:7]([CH2:12][CH2:13][OH:14])[cH:8][c:9]2[cH:10][cH:11]1.[Cu:34].[K+:22].[K+:23].[O-:24][C:25]([O-:26])=[O:27].[cH:28]1[cH:29][cH:30][n:31][cH:32][cH:33]1.[n:15]1[nH:16][c:17](=[O:21])[cH:18][cH:19][cH:20]1>>[c:2]1(-[n:16]2[n:15][cH:20][cH:19][cH:18][c:17]2=[O:21])[cH:3][c:4]2[cH:5][cH:6][c:7]([CH2:12][CH2:13][OH:14])[cH:8][c:9]2[cH:10][cH:11]1. Yields the product O=c1cccnn1-c1ccc2cc(CCO)ccc2c1. Reactants: (C5(CH3)5)RuCl(μ2-SMe)2Ru(C5(CH3)5)Cl, CC(C#C)(CCC1=C(CCCC1(C)C)C)O (3-methyl-5-(2,6,6-trimethylcyclohex-1-enyl)pent-1-yn-3-ol). The solvent is ClCCCl (1,2-dichloroethane), ClCCCl (1,2-dichloroethane). Reaction conditions: temperature 60 celsius. Product: CC1=C(C(CCC1)(C)C)C\C=C(/C#C)\C ((Z)-1,3,3-trimethyl-2-(3-methylpent-2-en-4-ynyl)cyclohex-1-ene). As a reaction SMILES: [CH3:1][C:2](O)([CH2:5][CH2:6][C:7]1[C:12]([CH3:14])([CH3:13])[CH2:11][CH2:10][CH2:9][C:8]=1[CH3:15])[C:3]#[CH:4]>ClCCCl>[CH3:15][C:8]1[CH2:9][CH2:10][CH2:11][C:12]([CH3:13])([CH3:14])[C:7]=1[CH2:6]/[CH:5]=[C:2](/[CH3:1])\[C:3]#[CH:4]. Procedure: Under nitrogen atmosphere, 16.1 mg (0.03 mmol, 5 mol-%) of [(C5(CH3)5)RuCl(μ2-SMe)2Ru(C5(CH3)5)Cl] were dissolved in 7.5 ml of anhydrous 1,2-dichloroethane. To the dark red solution was added drop wise at room temperature a solution of 129 mg (0.5 mmol) of 3-methyl-5-(2,6,6-trimethylcyclohex-1-enyl)pent-1-yn-3-ol (compound of formula (II)) in 5.0 ml of anhydrous 1,2-dichloroethane. After complete addition of the starting material, the solution was heated to 60° C. After 24 hours at 60° C. the br...